This data is from the Open Reaction Database (ORD), a public repository of structured organic reaction records. The task is: describe an organic reaction: reactants, conditions, products, and yield The reactants are BrB(Br)Br, ClCCl, CCOC(=O)c1c(-c2ccc(-c3ccccc3OC)cc2)c(C#N)cn1C. Product: CCOC(=O)c1c(-c2ccc(-c3ccccc3O)cc2)c(C#N)cn1C. RXN SMILES: [B:1]([Br:2])([Br:3])[Br:4].[CH2:32]([Cl:33])[Cl:34].[CH2:5]([CH3:6])[O:7][C:8](=[O:9])[c:10]1[n:11]([CH3:31])[cH:12][c:13]([C:29]#[N:30])[c:14]1-[c:15]1[cH:16][cH:17][c:18](-[c:21]2[c:22]([O:27][CH3:28])[cH:23][cH:24][cH:25][cH:26]2)[cH:19][cH:20]1>>[CH2:5]([CH3:6])[O:7][C:8](=[O:9])[c:10]1[n:11]([CH3:31])[cH:12][c:13]([C:29]#[N:30])[c:14]1-[c:15]1[cH:16][cH:17][c:18](-[c:21]2[c:22]([OH:27])[cH:23][cH:24][cH:25][cH:26]2)[cH:19][cH:20]1.